From a dataset of the Open Reaction Database (ORD), a public repository of structured organic reaction records. describe an organic reaction: reactants, conditions, products, and yield The product is C(C)C(CC)C1=CC(=NC=2N1N=C(C2C2=C(N=C(S2)N2CCOCC2)Cl)C)C (7-(1-ethyl-propyl)-3-(4-chloro-2-morpholin-4-yl-thiazol-5-yl)-2,5-dimethyl-pyrazolo[1,5-a]pyrimidine). Procedure: 7-(1-ethyl-propyl)-3-(2,4-dichloro-thiazol-5-yl)-2,5-dimethyl-pyrazolo[1,5-a]pyrimidine (15.2 g, 41.16 mmoles) is charged into a 250 mL 3-necked round bottomed flask, followed by addition of 2-MeTHF (61 mL, 4.0 volumes), the yellowish brown slurry is stirred at about 20° C. for 5 min. Then morpholine (19 g, 218.18 mmoles) is added over 2-5 minutes. Contents are heated to reflux and maintained at reflux for 12 hr. The slurry is cooled to 25° C., followed by addition of 2-MeTHF (53 mL, 3.5 volumes... The reactants are C(C)C(CC)C1=CC(=NC=2N1N=C(C2C2=C(N=C(S2)Cl)Cl)C)C (7-(1-ethyl-propyl)-3-(2,4-dichloro-thiazol-5-yl)-2,5-dimethyl-pyrazolo[1,5-a]pyrimidine), CC1CCCO1 (2-MeTHF), N1CCOCC1 (morpholine), CC1CCCO1 (2-MeTHF). Reaction conditions: temperature 20 celsius, time 5 minute. Yield: 97.9%. Reaction SMILES: [CH2:1]([CH:3]([C:6]1[N:11]2[N:12]=[C:13]([CH3:22])[C:14]([C:15]3[S:19][C:18](Cl)=[N:17][C:16]=3[Cl:21])=[C:10]2[N:9]=[C:8]([CH3:23])[CH:7]=1)[CH2:4][CH3:5])[CH3:2].CC1OCCC1.[NH:30]1[CH2:35][CH2:34][O:33][CH2:32][CH2:31]1>O>[CH2:1]([CH:3]([C:6]1[N:11]2[N:12]=[C:13]([CH3:22])[C:14]([C:15]3[S:19][C:18]([N:30]4[CH2:35][CH2:34][O:33][CH2:32][CH2:31]4)=[N:17][C:16]=3[Cl:21])=[C:10]2[N:9]=[C:8]([CH3:23])[CH:7]=1)[CH2:4][CH3:5])[CH3:2]. Solvent: O (water). Starting materials: C=CC1=CC=CC=C1 (styrene), C=CC1=CC=CC=C1 (styrene), CC(CC)O (2-butanol). Product: CC(CCC1=CC=CC=C1)(CC)O (3-methyl-1-phenyl-3-pentanol). Reaction SMILES: [CH2:1]=[CH:2][C:3]1[CH:8]=[CH:7][CH:6]=[CH:5][CH:4]=1.[CH3:9][CH:10]([OH:13])[CH2:11][CH3:12]>>[CH3:9][C:10]([OH:13])([CH2:11][CH3:12])[CH2:1][CH2:2][C:3]1[CH:8]=[CH:7][CH:6]=[CH:5][CH:4]=1. Reported procedure: A solution of styrene in 2-butanol (20% by weight, 100 g/h) was pumped continuously at an average temperature of 390° C. in the reactor through the laboratory plant. The conversion of styrene was 84.0% and, in the steady state, 14.7 g/h of 3-methyl-1-phenyl-3-pentanol were obtained. The reactants are C1(CC=CCC1)C(=O)O (3-cyclohexenecarboxylic acid), S(=O)(Cl)Cl (thionyl chloride). Reagents/catalysts: CN(C=O)C (N,N-dimethylformamide). Solvent: C1(=CC=CC=C1)C (toluene). Yields the product acid chloride, C1(CC=CCC1)C(=O)Cl (3-cyclohexenecarboxylic acid chloride). The yield is 84.4%. Reaction SMILES: [CH:1]1([C:7]([OH:9])=O)[CH2:6][CH2:5][CH:4]=[CH:3][CH2:2]1.S(Cl)([Cl:12])=O>CN(C)C=O.C1(C)C=CC=CC=1>[CH:1]1([C:7]([Cl:12])=[O:9])[CH2:6][CH2:5][CH:4]=[CH:3][CH2:2]1. Reported procedure: An acid chloride was prepared as follows: anhydrous 3-cyclohexenecarboxylic acid (50 g, 0.4 mol) was placed in a 500 mL round-bottom flask and a few drops of N,N-dimethylformamide was added as a catalyst. To this was added dropwise thionyl chloride (58.4 mL, 0.8 mol), diluted with anhydrous toluene (50 mL), at room temperature and the reaction mixture was refluxed for 4 hours. The final product was fractionally distilled to yield 48.8 grams of 3-cyclohexenecarboxylic acid chloride at a yield of ... The reactants are Example 7 ( 4 ), [H-].[Na+] (sodium hydride), [OH-].[K+] (potassium hydroxide), Example 1 ( 4 ), CC(C(CC(=O)OCC)=O)CCC=C(CCC=C(CCC=C(CCC=C(C)C)C)C)C (ethyl 3,7,11,15,19-pentamethyl-6,10,14,18-eicosatetraen-2-one-1-carboxylate), BrCC(=CCCC(=CCCC(=CCCC(=CCCC(=CCOC(C)=O)C)C)C)C)C (1-bromo-2,6,10,14,18-pentamethyl-20-acetoxy-2,6,10,14,18-eicosapentaene), resultant mixture. Solvent: C(C)O (ethanol), CCOCC (ether). Yields the product CC(=CCO)CCC=C(CCC=C(CCC=C(CCC=C(CCC(C(CCC=C(CCC=C(CCC=C(CCC=C(C)C)C)C)C)C)=O)C)C)C)C (3,7,11,15,19,23,27,31,35,39-decamethyl-2,6,10,14,18,26,30,34,38-tetracontanonaen-22-on-1-ol). The yield is 95.2%. As a reaction SMILES: [CH3:1][CH:2]([CH2:11][CH2:12][CH:13]=[C:14]([CH3:31])[CH2:15][CH2:16][CH:17]=[C:18]([CH3:30])[CH2:19][CH2:20][CH:21]=[C:22]([CH3:29])[CH2:23][CH2:24][CH:25]=[C:26]([CH3:28])[CH3:27])[C:3](=[O:10])[CH2:4]C(OCC)=O.Br[CH2:33][C:34]([CH3:61])=[CH:35][CH2:36][CH2:37][C:38]([CH3:60])=[CH:39][CH2:40][CH2:41][C:42]([CH3:59])=[CH:43][CH2:44][CH2:45][C:46]([CH3:58])=[CH:47][CH2:48][CH2:49][C:50]([CH3:57])=[CH:51][CH2:52][O:53]C(=O)C.[H-].[Na+].[OH-].[K+]>CCOCC.C(O)C>[CH3:57][C:50]([CH2:49][CH2:48][CH:47]=[C:46]([CH3:58])[CH2:45][CH2:44][CH:43]=[C:42]([CH3:59])[CH2:41][CH2:40][CH:39]=[C:38]([CH3:60])[CH2:37][CH2:36][CH:35]=[C:34]([CH3:61])[CH2:33][CH2:4][C:3](=[O:10])[CH:2]([CH3:1])[CH2:11][CH2:12][CH:13]=[C:14]([CH3:31])[CH2:15][CH2:16][CH:17]=[C:18]([CH3:30])[CH2:19][CH2:20][CH:21]=[C:22]([CH3:29])[CH2:23][CH2:24][CH:25]=[C:26]([CH3:28])[CH3:27])=[CH:51][CH2:52][OH:53] |f:2.3,4.5|. Procedure details: As in Example 7 (4), ethyl 3,7,11,15,19-pentamethyl-6,10,14,18-eicosatetraen-2-one-1-carboxylate (4.3 g) and 1-bromo-2,6,10,14,18-pentamethyl-20-acetoxy-2,6,10,14,18-eicosapentaene (4.8 g) are reacted in ether (59 ml) in the presence of sodium hydride (0.26 g). The product is added to a solution of potassium hydroxide (1.68 g) in ethanol (32 ml), and the resultant mixture is treated as in Example 1 (4) to give 3,7,11,15,19,23,27,31,35,39-decamethyl-2,6,10,14,18,26,30,34,38-tetracontanonaen-22-on... Reported procedure: A slurry of ethyl {7-chloro-4-[(3-oxo-3,4-dihydro-2H-1,4-benzoxazin-6-yl)carbonyl]-3,4-dihydro-2H-1,4-benzoxazin-3-yl}acetate (Intermediate 21, 0.39 g, 0.91 mmol) in a mixture of MeOH (5 mL) and a 33% solution of methanamine (15 mL, 0.91 mmol) in EtOH was stirred at rt over night giving clean conversion to the amide. The reaction mixture was concentrated under reduced pressure giving the title compound (0.370 g, 98%) as a white solid. The solvent is CO (MeOH), CCO (EtOH). Reactants: ClC1=CC2=C(N(C(CO2)CC(=O)OCC)C(=O)C=2C=CC3=C(NC(CO3)=O)C2)C=C1 (ethyl {7-chloro-4-[(3-oxo-3,4-dihydro-2H-1,4-benzoxazin-6-yl)carbonyl]-3,4-dihydro-2H-1,4-benzoxazin-3-yl}acetate), ClC1=CC2=C(N(C(CO2)CC(=O)OCC)C(=O)C=2C=CC3=C(NC(CO3)=O)C2)C=C1 (ethyl {7-chloro-4-[(3-oxo-3,4-dihydro-2H-1,4-benzoxazin-6-yl)carbonyl]-3,4-dihydro-2H-1,4-benzoxazin-3-yl}acetate), solution, CN (methanamine). Yields the product ClC1=CC2=C(N(C(CO2)CC(=O)NC)C(=O)C=2C=CC3=C(NC(CO3)=O)C2)C=C1 (2-{7-Chloro-4-[(3-oxo-3,4-dihydro-2H-1,4-benzoxazin-6-yl)carbonyl]-3,4-dihydro-2H-1,4-benzoxazin-3-yl}-N-methylacetamide). As a reaction SMILES: [Cl:1][C:2]1[CH:30]=[CH:29][C:5]2[N:6]([C:16]([C:18]3[CH:19]=[CH:20][C:21]4[O:26][CH2:25][C:24](=[O:27])[NH:23][C:22]=4[CH:28]=3)=[O:17])[CH:7]([CH2:10][C:11]([O:13]CC)=O)[CH2:8][O:9][C:4]=2[CH:3]=1.[CH3:31][NH2:32]>CO.CCO>[Cl:1][C:2]1[CH:30]=[CH:29][C:5]2[N:6]([C:16]([C:18]3[CH:19]=[CH:20][C:21]4[O:26][CH2:25][C:24](=[O:27])[NH:23][C:22]=4[CH:28]=3)=[O:17])[CH:7]([CH2:10][C:11]([NH:32][CH3:31])=[O:13])[CH2:8][O:9][C:4]=2[CH:3]=1. Starting materials: FC(C=1C=C(C=C(C1)C(F)(F)F)C1(CCCC1)C=O)(F)F (1-(3,5-bis(trifluoromethyl)phenyl)cyclopentanecarbaldehyde), FC(C1=CC=C(C=C1)C1(CCCC1)CO)(F)F ([1-(4-trifluoromethyl-phenyl)-cyclopentyl]-methanol). The product is FC(C=1C=C(C=C(C1)C(F)(F)F)C1(CCCC1)CO)(F)F ((1-(3,5-bis(trifluoromethyl)phenyl)cyclopentyl)methanol). Reaction SMILES: [F:1][C:2]([F:21])([F:20])[C:3]1[CH:4]=[C:5]([C:13]2([CH:18]=[O:19])[CH2:17][CH2:16][CH2:15][CH2:14]2)[CH:6]=[C:7]([C:9]([F:12])([F:11])[F:10])[CH:8]=1.FC(F)(F)C1C=CC(C2(CO)CCCC2)=CC=1>>[F:1][C:2]([F:20])([F:21])[C:3]1[CH:4]=[C:5]([C:13]2([CH2:18][OH:19])[CH2:17][CH2:16][CH2:15][CH2:14]2)[CH:6]=[C:7]([C:9]([F:10])([F:11])[F:12])[CH:8]=1. Reported procedure: (1-(3,5-bis(trifluoromethyl)phenyl)cyclopentyl)methanol (457) was synthesized as a colourless liquid from 1-(3,5-bis(trifluoromethyl)phenyl)cyclopentanecarbaldehyde (456) following the procedure described for 1-(4-trifluoromethyl-phenyl)-cyclopentane-methanol (239). The reactants are C(#N)C1=CC=C(C=C1)CCCCC(=O)O (5-(4-cyanophenyl)pentanoic acid), C(C(=O)Cl)(=O)Cl (oxalyl chloride), N(=[N+]=[N-])[Si](C)(C)C (azidotrimethylsilane), Cl (HCl), ice. Solvent: CN(C)C=O (DMF), ClCCCl (1,2-dichloroethane). The product is Cl.C(#N)C1=CC=C(C=C1)CCCCN (4-(4-cyanophenyl)butanamine HCl). As a reaction SMILES: [C:1]([C:3]1[CH:8]=[CH:7][C:6]([CH2:9][CH2:10][CH2:11][CH2:12]C(O)=O)=[CH:5][CH:4]=1)#[N:2].C(Cl)(=O)C([Cl:19])=O.[N:22]([Si](C)(C)C)=[N+]=[N-].Cl>ClCCCl.CN(C=O)C>[ClH:19].[C:1]([C:3]1[CH:8]=[CH:7][C:6]([CH2:9][CH2:10][CH2:11][CH2:12][NH2:22])=[CH:5][CH:4]=1)#[N:2] |f:6.7|. Reported procedure: The product of step B (20.3 g, 0.10 mol) was dissolved in 1,2-dichloroethane (100 mL) and oxalyl chloride (62.5 g, 0.49 mol) was added, followed by DMF (50 μL). The solution was stirred at room temperature until gas evolution ceased (c.a. 30 min). The solvent and excess oxalyl chloride was removed under reduced pressure, redissolved in 200 mL of 1,2-dichloroethane and evaporated under reduced pressure again. The residue was dissolved in dry THF (150 mL) under nitrogen and azidotrimethylsilane (1... Reactants: C1(=CC=C(C=C1)C=1N=C2C(=NC1C1=CC=C(C=C1)C)N(CC=C2)C(=O)OC(C)(C)C)C (tert-butyl 2,3-dip-tolylpyrido[2,3-b]pyrazine-5(6H)-carboxylate), S([O-])(O)=O.[Na+] (sodium bisulfite), O (water), [Mn](=O)(=O)(=O)[O-].[K+] (potassium permanganate). The reagents and catalysts are [Cl-].C(CCC)[N+](C)(CCCC)CCCC (tributylmethylammonium chloride). Solvent: C(Cl)Cl (DCM), C(Cl)Cl (DCM). Reaction conditions: temperature 0 celsius. The product is OC1C(C=2C(=NC(=C(N2)C2=CC=C(C=C2)C)C2=CC=C(C=C2)C)N(C1)C(=O)OC(C)(C)C)O (rac-tert-Butyl 7,8-dihydroxy-2,3-dip-tolyl-7,8-dihydropyrido[2,3-b]pyrazine-5(6H)-carboxylate). RXN SMILES: [Mn]([O-])(=O)(=O)=O.[K+].[C:7]1([CH3:37])[CH:12]=[CH:11][C:10]([C:13]2[N:14]=[C:15]3[CH:29]=[CH:28][CH2:27][N:26]([C:30]([O:32][C:33]([CH3:36])([CH3:35])[CH3:34])=[O:31])[C:16]3=[N:17][C:18]=2[C:19]2[CH:24]=[CH:23][C:22]([CH3:25])=[CH:21][CH:20]=2)=[CH:9][CH:8]=1.S(=O)(O)[O-:39].[Na+].[OH2:43]>[Cl-].C([N+](CCCC)(CCCC)C)CCC.C(Cl)Cl>[OH:43][CH:28]1[CH2:27][N:26]([C:30]([O:32][C:33]([CH3:34])([CH3:36])[CH3:35])=[O:31])[C:16]2=[N:17][C:18]([C:19]3[CH:24]=[CH:23][C:22]([CH3:25])=[CH:21][CH:20]=3)=[C:13]([C:10]3[CH:9]=[CH:8][C:7]([CH3:37])=[CH:12][CH:11]=3)[N:14]=[C:15]2[CH:29]1[OH:39] |f:0.1,3.4,6.7|. Procedure details: To a solution of tributylmethylammonium chloride (0.970 g, 4.11 mmol) in DCM (15 ml) at RT under nitrogen was added potassium permanganate (0.650 g, 4.11 mmol) portionwise over 10 minutes. The mixture was cooled to 0° C. and treated dropwise with a solution of tert-butyl 2,3-dip-tolylpyrido[2,3-b]pyrazine-5(6H)-carboxylate (step 2) (1 g, 2.418 mmol) in DCM (10 ml). A solution of sodium bisulfite (1.510 g, 14.51 mmol) in water (12.5 ml) was added keeping the temperature <10° C. The mixture was fi...